This data is from the Open Reaction Database (ORD), a public repository of structured organic reaction records. The task is: describe an organic reaction: reactants, conditions, products, and yield Reactants: C(C)OC(=O)C=1C(=NC2=CC=CC=C2N1)Cl (2-Chloro-3-quinoxalinecarboxylic acid ethyl ester), C(CC)NC(=S)NCCC (1,3-di-n-propylthiourea), product. Solvent: CC(=O)C (acetone). Product: Cl.C(C)OC(=O)C=1C(=NC2=CC=CC=C2N1)SC(=NCCC)NCCC (2-[(Propylamino)(propylimino)methylthio]-3-quinoxalinecarboxylic acid ethyl ester, hydrochloride). RXN SMILES: [CH2:1]([O:3][C:4]([C:6]1[C:7]([Cl:16])=[N:8][C:9]2[C:14]([N:15]=1)=[CH:13][CH:12]=[CH:11][CH:10]=2)=[O:5])[CH3:2].[CH2:17]([NH:20][C:21]([NH:23][CH2:24][CH2:25][CH3:26])=[S:22])[CH2:18][CH3:19]>CC(C)=O>[ClH:16].[CH2:1]([O:3][C:4]([C:6]1[C:7]([S:22][C:21]([NH:23][CH2:24][CH2:25][CH3:26])=[N:20][CH2:17][CH2:18][CH3:19])=[N:8][C:9]2[C:14]([N:15]=1)=[CH:13][CH:12]=[CH:11][CH:10]=2)=[O:5])[CH3:2] |f:3.4|. Reported procedure: 2-Chloro-3-quinoxalinecarboxylic acid ethyl ester (3.551 g., 0.015 mole) and 2.405 g. (0.015 mole) of 1,3-di-n-propylthiourea were dissolved in acetone and heated at reflux for 11/2 hours. The solution was concentrated to a volume of 50 ml. and cooled. A small amount of solid was removed by filtration. The filtrate was further concentrated to a volume of 25 ml. and ether was added to turbidity. After the reaction mixture had been cooled the yellow solid was collected by filtration to give 2.77 g... The reactants are CI, [K+], [K+], O=C([O-])[O-], CN(C)C=O, O, O=Cc1ccc([N+](=O)[O-])c(O)c1. The product is COc1cc(C=O)ccc1[N+](=O)[O-]. RXN SMILES: [I:13][CH3:14].[K+:15].[K+:16].[O-:17][C:18]([O-:19])=[O:20].[O:22]=[CH:23][N:24]([CH3:25])[CH3:26].[OH2:21].[OH:1][c:2]1[cH:3][c:4]([CH:5]=[O:6])[cH:7][cH:8][c:9]1[N+:10](=[O:11])[O-:12]>>[O:1]([c:2]1[cH:3][c:4]([CH:5]=[O:6])[cH:7][cH:8][c:9]1[N+:10](=[O:11])[O-:12])[CH3:18].